Dataset: the Open Reaction Database (ORD), a public repository of structured organic reaction records. Task: describe an organic reaction: reactants, conditions, products, and yield Reactants: BrC1=CC(=C(CN2C=C(C3=CC=CC=C23)C(=O)O)C=C1)F (1-(4-bromo-2-fluorobenzyl)-1H-indole-3-carboxylic acid), Cl (HCl), CN1N=CC(=C1)B1OC(C(O1)(C)C)(C)C (1-methyl-4-(4,4,5,5-tetramethyl-1,3,2-dioxaborolan-2-yl)-1H-pyrazole), C([O-])([O-])=O.[Cs+].[Cs+] (cesium carbonate). The reagents and catalysts are C1=CC=C(C=C1)P([C-]2C=CC=C2)C3=CC=CC=C3.C1=CC=C(C=C1)P([C-]2C=CC=C2)C3=CC=CC=C3.Cl[Pd]Cl.[Fe+2] (Pd(dppf)Cl2). Solvent: C1CCOC1.O (THF H2O), O (H2O), ClCCl (dichloromethane). Reaction conditions: temperature 150 celsius. The product is FC1=C(CN2C=C(C3=CC=CC=C23)C(=O)O)C=CC(=C1)C=1C=NN(C1)C (1-(2-fluoro-4-(1-methyl-1H-pyrazol-4-yl)benzyl)-1H-indole-3-carboxylic acid). Reaction SMILES: Br[C:2]1[CH:20]=[CH:19][C:5]([CH2:6][N:7]2[C:15]3[C:10](=[CH:11][CH:12]=[CH:13][CH:14]=3)[C:9]([C:16]([OH:18])=[O:17])=[CH:8]2)=[C:4]([F:21])[CH:3]=1.[CH3:22][N:23]1[CH:27]=[C:26](B2OC(C)(C)C(C)(C)O2)[CH:25]=[N:24]1.C(=O)([O-])[O-].[Cs+].[Cs+].Cl>O.ClCCl.C1C=CC(P(C2C=CC=CC=2)[C-]2C=CC=C2)=CC=1.C1C=CC(P(C2C=CC=CC=2)[C-]2C=CC=C2)=CC=1.Cl[Pd]Cl.[Fe+2].C1COCC1.O>[F:21][C:4]1[CH:3]=[C:2]([C:26]2[CH:25]=[N:24][N:23]([CH3:22])[CH:27]=2)[CH:20]=[CH:19][C:5]=1[CH2:6][N:7]1[C:15]2[C:10](=[CH:11][CH:12]=[CH:13][CH:14]=2)[C:9]([C:16]([OH:18])=[O:17])=[CH:8]1 |f:2.3.4,8.9.10.11,12.13|. Procedure details: In a 5 mL microwave vial, 1-(4-bromo-2-fluorobenzyl)-1H-indole-3-carboxylic acid (70 mg, 0.20 mmol), 1-methyl-4-(4,4,5,5-tetramethyl-1,3,2-dioxaborolan-2-yl)-1H-pyrazole (90 mg, 0.43 mmol), cesium carbonate (250 mg, 0.77 mmol), and Pd(dppf)Cl2 (20 mg, 0.02 mmol) was massed. The vial was then charged with a stir bar and 3 mL of 5:1 THF/H2O. The vial was capped and heated to 150° C. for 30 min. The reaction was cooled to ambient temperature and deemed to be complete by LCMS. The reaction mixture w... The reactants are Cc1nc(-c2cccc(N)c2)cs1, CSc1nccc(=O)[nH]1, COCCOCCOC. Yields the product Cc1nc(-c2cccc(Nc3nccc(=O)[nH]3)c2)cs1. Reaction SMILES: [CH3:10][c:11]1[s:12][cH:13][c:14](-[c:16]2[cH:17][c:18]([NH2:22])[cH:19][cH:20][cH:21]2)[n:15]1.[CH3:1][S:2][c:3]1[n:4][cH:5][cH:6][c:7](=[O:9])[nH:8]1.[CH3:23][O:24][CH2:25][CH2:26][O:27][CH2:28][CH2:29][O:30][CH3:31]>>[c:3]1([NH:22][c:18]2[cH:17][c:16](-[c:14]3[cH:13][s:12][c:11]([CH3:10])[n:15]3)[cH:21][cH:20][cH:19]2)[n:4][cH:5][cH:6][c:7](=[O:9])[nH:8]1. Reactants: glass, C=CCCCC (1-hexene), [Cl-].[Cl-].C(C)[Al+2] (ethylaluminum dichloride), ClC1=CC=CC=C1 (chlorobenzene). The reagents and catalysts are [Cl-].[Cl-].CC1(C=CC=C1)[Ti+2]C1(C=CC=C1)C (bis(methylcyclopentadienyl)titanium dichloride), N12CCN(CC1)CC2 (1,4-diazabicyclo(2.2.2)-octane). The product is C(CCC)C(=C)CCCCCC (2-butyl-1-octene). Reaction SMILES: [CH2:1]=[CH:2][CH2:3][CH2:4][CH2:5][CH3:6].[Cl-].[Cl-].C([Al+2])C.Cl[C:13]1[CH:18]=[CH:17][CH:16]=[CH:15][CH:14]=1>[Cl-].[Cl-].CC1([Ti+2]C2(C)C=CC=C2)C=CC=C1.N12CCN(CC1)CC2>[CH2:3]([C:2]([CH2:14][CH2:15][CH2:16][CH2:17][CH2:18][CH3:13])=[CH2:1])[CH2:4][CH2:5][CH3:6] |f:1.2.3,5.6.7|. Procedure: To a 30 ml glass bottle, under an argon atmosphere, were added 8 milligrams (0.029 millimol) of bis(methylcyclopentadienyl)titanium dichloride, 11 milligrams (0.10 millimol) of 1,4-diazabicyclo(2.2.2)-octane, 5 ml (40 millimol) of 1-hexene, 7 ml of chlorobenzene and finally 0.045 ml (0.44 millimol) of ethylaluminum dichloride. After a reaction of 19.5 hours at 25° C., there had been formed 1.57 millimol of 2-butyl-1-octene. Starting materials: COC(Cl)C(=O)Nc1ccccc1, CN1CCCC1=O, [Na+], [Na+], O=C([O-])[O-], O. Yields the product COC(O)C(=O)Nc1ccccc1. RXN SMILES: [CH3:1][O:2][CH:3]([C:4](=[O:5])[NH:6][c:7]1[cH:8][cH:9][cH:10][cH:11][cH:12]1)[Cl:13].[CH3:20][N:21]1[CH2:22][CH2:23][CH2:24][C:25]1=[O:26].[Na+:14].[Na+:15].[O-:16][C:17](=[O:18])[O-:19].[OH2:27]>>[CH3:1][O:2][CH:3]([C:4](=[O:5])[NH:6][c:7]1[cH:8][cH:9][cH:10][cH:11][cH:12]1)[OH:16].